From a dataset of the Open Reaction Database (ORD), a public repository of structured organic reaction records. describe an organic reaction: reactants, conditions, products, and yield Reactants: C#CCCCC#C (1,6-heptadiyne), C(#N)C(=O)OCC (ethyl cyanoformate), cyclopentadienyl-Cobalt(I)-dicarbonyl. The product is C1=NC(=CC2=C1CCC2)C(=O)OCC (Ethyl 6,7-dihydro-5H-cyclopenta[c]pyridine-3-carboxylate). Isolated yield 20.6%. Reaction SMILES: [CH:1]#[C:2][CH2:3][CH2:4][CH2:5][C:6]#[CH:7].[C:8]([C:10]([O:12][CH2:13][CH3:14])=[O:11])#[N:9]>>[CH:7]1[C:6]2[CH2:5][CH2:4][CH2:3][C:2]=2[CH:1]=[C:8]([C:10]([O:12][CH2:13][CH3:14])=[O:11])[N:9]=1. Reported procedure: A solution of 1,6-heptadiyne (1.242 ml, 10.85 mmol) and ethyl cyanoformate (1.063 ml, 10.85 mmol) in dry degassed 1,4-dioxane (100 ml) under argon at rt was treated with cyclopentadienyl-Cobalt(I)-dicarbonyl (0.293 g, 1.628 mmol) and then heated at reflux for 18 h. Reaction was then evaporated, treated with toluene (100 ml), re-evaporated, dissolved in DCM (100 ml), filtered through a short pad of Kieselguhr, eluting with DCM, organic extracts evaporated, chromatographed (0-100% DCM:40-60 Petrol... Procedure details: In a manner similar to Preparation 1 react 4-fluorobenzenamine with chloroacetyl chloride followed by N-(phenylmethyl)benzeneethanamine to obtain the title compound. The reactants are FC1=CC=C(C=C1)N (4-fluorobenzenamine), ClCC(=O)Cl (chloroacetyl chloride), C1(=CC=CC=C1)CNCCC1=CC=CC=C1 (N-(phenylmethyl)benzeneethanamine). As a reaction SMILES: [F:1][C:2]1[CH:7]=[CH:6][C:5]([NH2:8])=[CH:4][CH:3]=1.Cl[CH2:10][C:11](Cl)=[O:12].[C:14]1([CH2:20][NH:21][CH2:22][CH2:23][C:24]2[CH:29]=[CH:28][CH:27]=[CH:26][CH:25]=2)[CH:19]=[CH:18][CH:17]=[CH:16][CH:15]=1>>[F:1][C:2]1[CH:7]=[CH:6][C:5]([NH:8][C:11](=[O:12])[CH2:10][N:21]([CH2:22][CH2:23][C:24]2[CH:29]=[CH:28][CH:27]=[CH:26][CH:25]=2)[CH2:20][C:14]2[CH:19]=[CH:18][CH:17]=[CH:16][CH:15]=2)=[CH:4][CH:3]=1. Product: FC1=CC=C(C=C1)NC(CN(CC1=CC=CC=C1)CCC1=CC=CC=C1)=O (N-(4-Fluorophenyl)-2-[(2-phenylethyl)(phenylmethyl)amino]acetamide). Product: CCn1cc(C(=O)O)c(=O)c2c1CCCC2=O. Reaction SMILES: [CH2:3]([CH3:4])[n:5]1[cH:6][c:7]([C:17](=[O:18])[O:19][CH2:20][CH3:21])[c:8](=[O:16])[c:9]2[c:14]1[CH2:13][CH2:12][CH2:11][C:10]2=[O:15].[Na+:2].[OH-:1].[OH2:22]>>[CH2:3]([CH3:4])[n:5]1[cH:6][c:7]([C:17](=[O:18])[OH:19])[c:8](=[O:16])[c:9]2[c:14]1[CH2:13][CH2:12][CH2:11][C:10]2=[O:15]. Reactants: CCOC(=O)c1cn(CC)c2c(c1=O)C(=O)CCC2, [Na+], [OH-], O. The product is N[C@H]1CN(CCC1)C1=CC(NC(N1CC1=C(C=CC=C1)Br)=O)=O (6-[3 (R)-Amino-piperidin-1-yl]-1-(2-bromo-benzyl)-1H-pyrimidine-2,4-dione). Procedure: The title compound was prepared in two steps. The first step was accomplished using the procedure for the preparation of compound 2, except that 2-bromobenzylbromide was used in the place of α-Bromo-o-tolunitrile. The crude product was then converted to the title compound by the method used in the preparation of compound 4. 1H-NMR (400 MHz, CDCl3-CD3OD 10:1): δ 7.52 (d, J=8.1 Hz, 1 H), 7.24 (t, J=7.8 Hz, 1 H), 7.10 (t, J=7.8 Hz, 1 H), 6.89 (d, J=7.579 Hz, 1 H), 5.27 (s, 1 H), 4.92-5.04 (ABq, J=3... Reaction SMILES: ClC1N(CC2C=CC=CC=2C#N)C(=O)NC(=O)C=1.[Br:19][C:20]1[CH:27]=[CH:26][CH:25]=[CH:24][C:21]=1[CH2:22]Br.[NH2:28][C@@H:29]1[CH2:34][CH2:33][CH2:32][N:31]([C:35]2[N:40](CC3C=CC=CC=3C#N)[C:39](=[O:50])[N:38](C)[C:37](=[O:52])[CH:36]=2)[CH2:30]1>>[NH2:28][C@@H:29]1[CH2:34][CH2:33][CH2:32][N:31]([C:35]2[N:40]([CH2:22][C:21]3[CH:24]=[CH:25][CH:26]=[CH:27][C:20]=3[Br:19])[C:39](=[O:50])[NH:38][C:37](=[O:52])[CH:36]=2)[CH2:30]1. Starting materials: ClC1=CC(NC(N1CC1=C(C#N)C=CC=C1)=O)=O (2-(6-Chloro-2,4-dioxo-3,4-dihydro-2H-pyrimidin-1-ylmethyl)-benzonitrile), N[C@H]1CN(CCC1)C1=CC(N(C(N1CC1=C(C#N)C=CC=C1)=O)C)=O ((R)-2-((6-(3-aminopiperidin-1-yl)-3-methyl-2,4-dioxo-3,4-dihydropyrimidin-1(2H)-yl)methyl)benzonitrile), BrC1=C(CBr)C=CC=C1 (2-bromobenzylbromide), crude product. The reactants are C(=C)(C)C1=CC=C(C=C1)O (p-isopropenylphenol), C(C=C)Br (allyl bromide), C(=O)([O-])[O-].[K+].[K+] (K2CO3), CC(=O)C (acetone). The solvent is O (water). Yields the product CC(=C)C1=CC=C(C=C1)OCC=C (1-(1-methylethenyl)-4-(2-propenyloxy)benzene). Yield: 63.0%. As a reaction SMILES: [C:1]([C:4]1[CH:9]=[CH:8][C:7]([OH:10])=[CH:6][CH:5]=1)([CH3:3])=[CH2:2].[CH2:11](Br)[CH:12]=[CH2:13].C([O-])([O-])=O.[K+].[K+].CC(C)=O>O>[CH3:2][C:1]([C:4]1[CH:9]=[CH:8][C:7]([O:10][CH2:13][CH:12]=[CH2:11])=[CH:6][CH:5]=1)=[CH2:3] |f:2.3.4|. Procedure: A 10 g-portion of p-isopropenylphenol, 1.0 equivalent allyl bromide, 1.0 equivalent K2CO3, and 20 ml acetone were mixed and refluxed overnight. The reaction mixture was poured into 60 ml water and extracted with two portions of ether. The combined ether layers were washed with two portions of 10% aqueous NaOH, two portions of saturated aqueous NaCl and dried over K2CO3. Removal of solvent followed by distillation under reduced pressure gave a 63% yield of 1-(1-methylethenyl)-4-(2-propenyloxy)ben... The reactants are O=C([O-])[O-], CN(C)C=O, ClC(Cl)=CCOc1cc(Cl)c(OCCCBr)c(Cl)c1, O=C(O)COc1ccc(Cl)cc1, [K+], [K+], O. Yields the product O=C(COc1ccc(Cl)cc1)OCCCOc1c(Cl)cc(OCC=C(Cl)Cl)cc1Cl. As a reaction SMILES: [C:32](=[O:33])([O-:34])[O-:35].[CH3:38][N:39]([CH3:40])[CH:41]=[O:42].[Cl:1][c:2]1[cH:3][c:4]([O:14][CH2:15][CH:16]=[C:17]([Cl:18])[Cl:19])[cH:5][c:6]([Cl:13])[c:7]1[O:8][CH2:9][CH2:10][CH2:11][Br:12].[Cl:20][c:21]1[cH:22][cH:23][c:24]([O:25][CH2:26][C:27](=[O:28])[OH:29])[cH:30][cH:31]1.[K+:36].[K+:37].[OH2:43]>>[Cl:1][c:2]1[cH:3][c:4]([O:14][CH2:15][CH:16]=[C:17]([Cl:18])[Cl:19])[cH:5][c:6]([Cl:13])[c:7]1[O:8][CH2:9][CH2:10][CH2:11][O:29][C:27]([CH2:26][O:25][c:24]1[cH:23][cH:22][c:21]([Cl:20])[cH:31][cH:30]1)=[O:28]. Reactants: N#Cc1n[nH]c2ccc(N)cc12, CS(=O)(=O)c1ccccc1S(=O)(=O)Cl, c1ccncc1. Product: CS(=O)(=O)c1ccccc1S(=O)(=O)Nc1ccc2[nH]nc(C#N)c2c1. RXN SMILES: [C:1](#[N:2])[c:3]1[n:4][nH:5][c:6]2[cH:7][cH:8][c:9]([NH2:12])[cH:10][c:11]12.[CH3:13][S:14](=[O:15])(=[O:16])[c:17]1[c:18]([S:23](=[O:24])(=[O:25])[Cl:26])[cH:19][cH:20][cH:21][cH:22]1.[cH:27]1[cH:28][cH:29][n:30][cH:31][cH:32]1>>[C:1](#[N:2])[c:3]1[n:4][nH:5][c:6]2[cH:7][cH:8][c:9]([NH:12][S:23]([c:18]3[c:17]([S:14]([CH3:13])(=[O:15])=[O:16])[cH:22][cH:21][cH:20][cH:19]3)(=[O:24])=[O:25])[cH:10][c:11]12.